Dataset: the Open Reaction Database (ORD), a public repository of structured organic reaction records. Task: describe an organic reaction: reactants, conditions, products, and yield The reactants are N1CCCC1 (Pyrrolidine), ClC1=NC=C(C=C1)I (2-chloro-5-iodopyridine), O (water). Run in CC(=O)N(C)C (dimethylacetamide). Conditions: temperature 120 celsius. Product: IC=1C=CC(=NC1)N1CCCC1 (5-Iodo-2-pyrrolidin-1-yl pyridine). RXN SMILES: [NH:1]1[CH2:5][CH2:4][CH2:3][CH2:2]1.Cl[C:7]1[CH:12]=[CH:11][C:10]([I:13])=[CH:9][N:8]=1.O>CC(N(C)C)=O>[I:13][C:10]1[CH:11]=[CH:12][C:7]([N:1]2[CH2:5][CH2:4][CH2:3][CH2:2]2)=[N:8][CH:9]=1. Procedure details: Pyrrolidine (1.74 ml) was added to 2-chloro-5-iodopyridine (1 g) in dimethylacetamide (5 ml) and the solution heated at 120° C. for 4 h. After cooling, the reaction mixture was poured into water (60 ml) and the solid precipitate collected by filtration. Recrystallisation from ethyl acetate gave the product as off-white needles (0.33 g); the remaining material was adsorbed onto silica and purified by column chromatography eluting with 0 to 3% ethyl acetate in hexane to give a white solid (0.65 g)... As a reaction SMILES: [CH2:1]([O:3][C:4]([C:6]1[CH:7]=[N:8][C:9]2[C:14]([C:15]=1Cl)=[CH:13][CH:12]=[CH:11][C:10]=2[N+:17]([O-])=O)=[O:5])[CH3:2].[NH2:20][CH2:21][CH2:22][CH2:23][N:24]1[CH2:29][CH2:28][O:27][CH2:26][CH2:25]1>>[CH2:1]([O:3][C:4]([C:6]1[CH:7]=[N:8][C:9]2[C:14]([C:15]=1[NH:20][CH2:21][CH2:22][CH2:23][N:24]1[CH2:29][CH2:28][O:27][CH2:26][CH2:25]1)=[CH:13][CH:12]=[CH:11][C:10]=2[NH2:17])=[O:5])[CH3:2]. Yields the product C(C)OC(=O)C=1C=NC2=C(C=CC=C2C1NCCCN1CCOCC1)N (8-Amino-4-(3-morpholin-4-yl-propylamino)-quinoline-3-carboxylic acid ethyl ester). The yield is 92.0%. The reactants are C(C)OC(=O)C=1C=NC2=C(C=CC=C2C1Cl)[N+](=O)[O-] (8-nitro-4-chloro-quinoline-3-carboxylic acid ethyl ester), NCCCN1CCOCC1 (4-(3-aminopropyl)morpholine). Procedure details: The compound prepared in Example 3 was reacted with 4-(3-aminopropyl)morpholine according to the method as described in Example 4 and the obtained compound was treated as described in Example 14 to prepare the title compound (yield 92%).